Task: describe an organic reaction: reactants, conditions, products, and yield. Dataset: the Open Reaction Database (ORD), a public repository of structured organic reaction records Reactants: C(C)C=1N(C2=CC=C(C=C2C1CC(=O)N)OC)CC1=CC=CC=C1 (2-Ethyl-5-methoxy-1-(phenylmethyl)-1H-indole-3-acetamide), B(Br)(Br)Br (BBr3). Run in C(Cl)Cl (methylene chloride). The product is C(C)C=1N(C2=CC=C(C=C2C1CC(=O)N)O)CC1=CC=CC=C1 (2-ethyl-5-hydroxy-1-(phenylmethyl)-1H-indole-3-acetamide). Isolated yield 75.2%. RXN SMILES: [CH2:1]([C:3]1[N:4]([CH2:18][C:19]2[CH:24]=[CH:23][CH:22]=[CH:21][CH:20]=2)[C:5]2[C:10]([C:11]=1[CH2:12][C:13]([NH2:15])=[O:14])=[CH:9][C:8]([O:16]C)=[CH:7][CH:6]=2)[CH3:2].B(Br)(Br)Br>C(Cl)Cl>[CH2:1]([C:3]1[N:4]([CH2:18][C:19]2[CH:20]=[CH:21][CH:22]=[CH:23][CH:24]=2)[C:5]2[C:10]([C:11]=1[CH2:12][C:13]([NH2:15])=[O:14])=[CH:9][C:8]([OH:16])=[CH:7][CH:6]=2)[CH3:2]. Reported procedure: 2-Ethyl-5-methoxy-1-(phenylmethyl)-1H-indole-3-acetamide (5.05 g, 15.7 mmol) and 47 mL of 1M BBr3 in 100 mL of methylene chloride was reacted as described in Example 56, Part C to give a product that was chromatographed on silica gel eluting with EtOAc to give 3.64 g (75% yield) of 2-ethyl-5-hydroxy-1-(phenylmethyl)-1H-indole-3-acetamide as a yellow foam. RXN SMILES: [CH3:1][N:2]1[CH:3]([C:4](=[O:5])[OH:6])[CH2:7][CH2:8][CH2:9]1.[CH3:24][N:25]([CH3:26])[CH2:27][CH2:28][CH2:29][N:30]=[C:31]=[N:32][CH2:33][CH3:34].[CH3:50][CH2:51][O:52][C:53](=[O:54])[CH3:55].[ClH:23].[NH2:10][CH:11]1[CH2:12][N:13]([C:16](=[O:17])[O:18][C:19]([CH3:20])([CH3:21])[CH3:22])[CH2:14][CH2:15]1.[O:45]=[CH:46][N:47]([CH3:48])[CH3:49].[OH:35][n:36]1[c:37]2[cH:38][cH:39][cH:40][cH:41][c:42]2[n:43][n:44]1>>[CH3:1][N:2]1[CH:3]([C:4](=[O:6])[NH:10][CH:11]2[CH2:12][N:13]([C:16](=[O:17])[O:18][C:19]([CH3:20])([CH3:21])[CH3:22])[CH2:14][CH2:15]2)[CH2:7][CH2:8][CH2:9]1. Product: CN1CCCC1C(=O)NC1CCN(C(=O)OC(C)(C)C)C1. Reactants: CN1CCCC1C(=O)O, CCN=C=NCCCN(C)C, CCOC(C)=O, Cl, CC(C)(C)OC(=O)N1CCC(N)C1, CN(C)C=O, On1nnc2ccccc21.